From a dataset of the Open Reaction Database (ORD), a public repository of structured organic reaction records. describe an organic reaction: reactants, conditions, products, and yield RXN SMILES: [C:1]([c:2]1[cH:3][cH:4][cH:5][cH:6][cH:7]1)(=[O:8])[N:9]1[CH2:10][c:11]2[cH:12][c:13]3[c:18]([cH:19][c:20]2[CH2:21][CH:22]1[C:23](=[O:24])[OH:25])[NH:17][C:16](=[O:26])[CH:15]([c:27]1[cH:28][cH:29][c:30]([O:33][CH2:34][c:35]2[cH:36][c:37]([Cl:42])[c:38]([Cl:41])[cH:39][cH:40]2)[cH:31][cH:32]1)[O:14]3.[CH3:45][O:46][C:47]([CH:48]([CH2:49][c:50]1[cH:51][cH:52][c:53]([O:56][c:57]2[cH:58][cH:59][n:60][cH:61][cH:62]2)[cH:54][cH:55]1)[NH2:63])=[O:64].[ClH:43].[ClH:44]>>[C:1]([c:2]1[cH:3][cH:4][cH:5][cH:6][cH:7]1)(=[O:8])[N:9]1[CH2:10][c:11]2[cH:12][c:13]3[c:18]([cH:19][c:20]2[CH2:21][CH:22]1[C:23](=[O:24])[NH:63][CH:48]([C:47]([O:46][CH3:45])=[O:64])[CH2:49][c:50]1[cH:51][cH:52][c:53]([O:56][c:57]2[cH:58][cH:59][n:60][cH:61][cH:62]2)[cH:54][cH:55]1)[NH:17][C:16](=[O:26])[CH:15]([c:27]1[cH:28][cH:29][c:30]([O:33][CH2:34][c:35]2[cH:36][c:37]([Cl:42])[c:38]([Cl:41])[cH:39][cH:40]2)[cH:31][cH:32]1)[O:14]3. The reactants are O=C1Nc2cc3c(cc2OC1c1ccc(OCc2ccc(Cl)c(Cl)c2)cc1)CN(C(=O)c1ccccc1)C(C(=O)O)C3, COC(=O)C(N)Cc1ccc(Oc2ccncc2)cc1, Cl, Cl. Product: COC(=O)C(Cc1ccc(Oc2ccncc2)cc1)NC(=O)C1Cc2cc3c(cc2CN1C(=O)c1ccccc1)OC(c1ccc(OCc2ccc(Cl)c(Cl)c2)cc1)C(=O)N3. Starting materials: ClC1=C(C(=CC(=C1)N1N=CC(NC1=O)=O)Cl)C(C(=O)Cl)C1=CC=C(C=C1)Cl (2,6-dichloro-α-(4-chlorophenyl)-4-(4,5-dihydro-3,5-dioxo-1,2,4-triazin-2(3H)-yl)benzeneacetylchloride), [Cl-].[Cl-].[Cl-].[Al+3] (aluminum trichloride), Cl (hydrochloric acid), ice water. The solvent is C1=CC=CC=C1 (benzene), C1=CC=CC=C1 (benzene). Run at temperature 10 celsius, time 20 hour. Yields the product ClC=1C=C(C=C(C1C(C(C1=CC=CC=C1)=O)C1=CC=C(C=C1)Cl)Cl)N1N=CC(NC1=O)=O (2-[3,5-dichloro-4-[1-(4-chlorophenyl)-2-oxo-2-phenylethyl]phenyl]-1,2,4-triazine-3,5(2H,4H)-dione). Isolated yield 13.0%. As a reaction SMILES: [Cl-].[Cl-].[Cl-].[Al+3].[Cl:5][C:6]1[CH:11]=[C:10]([N:12]2[C:17](=[O:18])[NH:16][C:15](=[O:19])[CH:14]=[N:13]2)[CH:9]=[C:8]([Cl:20])[C:7]=1[CH:21]([C:25]1[CH:30]=[CH:29][C:28]([Cl:31])=[CH:27][CH:26]=1)[C:22](Cl)=[O:23].Cl>C1C=CC=CC=1>[Cl:20][C:8]1[CH:9]=[C:10]([N:12]2[C:17](=[O:18])[NH:16][C:15](=[O:19])[CH:14]=[N:13]2)[CH:11]=[C:6]([Cl:5])[C:7]=1[CH:21]([C:25]1[CH:30]=[CH:29][C:28]([Cl:31])=[CH:27][CH:26]=1)[C:22](=[O:23])[C:6]1[CH:11]=[CH:10][CH:9]=[CH:8][CH:7]=1 |f:0.1.2.3|. Procedure details: A mixture of 4.7 parts of aluminum trichloride and 67.5 parts of benzene was stirred in an ice bath till a temperature of ±10° C. A solution of 4.9 parts of 2,6-dichloro-α-(4-chlorophenyl)-4-(4,5-dihydro-3,5-dioxo-1,2,4-triazin-2(3H)-yl)benzeneacetylchloride in 22.5 parts of benzene was added dropwise during a period of 15 minutes at this low temperature (exothermic reaction). Upon complete addition, stirring was continued for 20 hours at room temperature. The reaction mixture was poured into 50... Reactants: C1(=CC=C(C=C1)S(=O)(=O)Cl)C (p-Toluenesulphonyl chloride), O1C(CC2=C1C=CC=C2)CO ((2,3-dihydro-benzofuran-2-yl)-methanol). The solvent is N1=CC=CC=C1 (pyridine), C1CCCCC1 (cyclohexane). Run at time 4 day. The product is O1C(CC2=C1C=CC=C2)COS(=O)(=O)C2=CC=C(C=C2)C (2,3-Dihydro-1-benzofuran-2-ylmethyl4-methylbenzenesulfonate). The yield is 79.0%. As a reaction SMILES: [C:1]1([CH3:11])[CH:6]=[CH:5][C:4]([S:7](Cl)(=[O:9])=[O:8])=[CH:3][CH:2]=1.[O:12]1[C:16]2[CH:17]=[CH:18][CH:19]=[CH:20][C:15]=2[CH2:14][CH:13]1[CH2:21][OH:22]>N1C=CC=CC=1.C1CCCCC1>[O:12]1[C:16]2[CH:17]=[CH:18][CH:19]=[CH:20][C:15]=2[CH2:14][CH:13]1[CH2:21][O:22][S:7]([C:4]1[CH:5]=[CH:6][C:1]([CH3:11])=[CH:2][CH:3]=1)(=[O:9])=[O:8]. Procedure: p-Toluenesulphonyl chloride (26.7 g, 140 mmol) was added to a solution of (2,3-dihydro-benzofuran-2-yl)-methanol (preparation 96) (21 g, 140 mmol) in pyridine (400 mL) and the mixture was stirred at room temperature for 4 days. The reaction mixture was then concentrated in vacuo and the residue was azeotroped with toluene, diluted with ethyl acetate (500 mL) and washed with 2M hydrochloric acid (2×300 mL). The organic solution was dried over magnesium sulfate and concentrated in vacuo to give a ... The reactants are CN(C)C=O, Cc1nocc1C(=O)O, CN1CCCC1=O, O=C(Cl)C(=O)Cl, Nc1cc(Oc2ccc3nc(NC(=O)C4CC4)cn3n2)ccc1F, C1CCOC1. The product is Cc1nocc1C(=O)Nc1cc(Oc2ccc3nc(NC(=O)C4CC4)cn3n2)ccc1F. Reaction SMILES: [CH3:10][N:11]([CH3:12])[CH:13]=[O:14].[CH3:1][c:2]1[n:3][o:4][cH:5][c:6]1[C:7](=[O:8])[OH:9].[CH3:45][N:46]1[CH2:47][CH2:48][CH2:49][C:50]1=[O:51].[Cl:15][C:16]([C:17]([Cl:18])=[O:19])=[O:20].[NH2:21][c:22]1[cH:23][c:24]([O:25][c:26]2[cH:27][cH:28][c:29]3[n:30]([n:31]2)[cH:32][c:33]([NH:35][C:36](=[O:37])[CH:38]2[CH2:39][CH2:40]2)[n:34]3)[cH:41][cH:42][c:43]1[F:44].[O:52]1[CH2:53][CH2:54][CH2:55][CH2:56]1>>[CH3:1][c:2]1[n:3][o:4][cH:5][c:6]1[C:7](=[O:9])[NH:21][c:22]1[cH:23][c:24]([O:25][c:26]2[cH:27][cH:28][c:29]3[n:30]([n:31]2)[cH:32][c:33]([NH:35][C:36](=[O:37])[CH:38]2[CH2:39][CH2:40]2)[n:34]3)[cH:41][cH:42][c:43]1[F:44].